From a dataset of the Open Reaction Database (ORD), a public repository of structured organic reaction records. describe an organic reaction: reactants, conditions, products, and yield Starting materials: ClC(C=1C=CC2=C(C(=NCC(N2)=O)C2=CC=CC=C2)C1)C1=CC=C(C=C1)Cl ((±)-7-[chloro(4-chlorophenyl)methyl]-1,3-dihydro-5-phenyl-2H-1,4-benzodiazepin-2-one), N1C=NC=C1 (1H-imidazole), C(=O)([O-])[O-].[K+].[K+] (K2CO3). Run in C(C)#N (acetonitrile). Product: ClC1=CC=C(C=C1)C(C=1C=CC2=C(C(=NCC(N2)=O)C2=CC=CC=C2)C1)N1C=NC=C1 ((±)-7-[(4-chlorophenyl)-1H-imidazol-1-ylmethyl]-1,3-dihydro-5-phenyl-2H-1,4-benzodiazepin-2-one). Yield: 44.6%. As a reaction SMILES: Cl[CH:2]([C:21]1[CH:26]=[CH:25][C:24]([Cl:27])=[CH:23][CH:22]=1)[C:3]1[CH:4]=[CH:5][C:6]2[NH:12][C:11](=[O:13])[CH2:10][N:9]=[C:8]([C:14]3[CH:19]=[CH:18][CH:17]=[CH:16][CH:15]=3)[C:7]=2[CH:20]=1.[NH:28]1[CH:32]=[CH:31][N:30]=[CH:29]1.C([O-])([O-])=O.[K+].[K+]>C(#N)C>[Cl:27][C:24]1[CH:25]=[CH:26][C:21]([CH:2]([N:28]2[CH:32]=[CH:31][N:30]=[CH:29]2)[C:3]2[CH:4]=[CH:5][C:6]3[NH:12][C:11](=[O:13])[CH2:10][N:9]=[C:8]([C:14]4[CH:19]=[CH:18][CH:17]=[CH:16][CH:15]=4)[C:7]=3[CH:20]=2)=[CH:22][CH:23]=1 |f:2.3.4|. Procedure: A mixture of intermediate (29) (0.0125 mol), 1H-imidazole (0.0375 mol) and K2CO3 (8.62 g) in acetonitrile (150 ml) was stirred and refluxed for 3 h. The mixture was cooled, filtered off and the filtrate was evaporated till dryness. The residue was taken up in DCM. The organic layer was washed with water, dried (MgSO4), filtered off and evaporated. The residue (5.7 g) was purified by column chromatography over silica gel (eluent: CH2Cl2/CH3OH/NH4OH 97/3/0.1) (15–40 μm). The pure fractions were co... The reactants are COc1ccc(Cn2nc(I)c3c(Oc4ccc(N)cc4F)ccnc32)cc1, CN1CCC(N)CC1, CS(C)=O, ClCCl, [Cu]I, [K+], [K+], O=C(O)C1CCCN1, O=C([O-])[O-]. Yields the product COc1ccc(Cn2nc(NC3CCN(C)CC3)c3c(Oc4ccc(N)cc4F)ccnc32)cc1. RXN SMILES: [CH3:1][O:2][c:3]1[cH:4][cH:5][c:6]([CH2:7][n:8]2[n:9][c:10]([I:26])[c:11]3[c:12]2[n:13][cH:14][cH:15][c:16]3[O:17][c:18]2[c:19]([F:25])[cH:20][c:21]([NH2:24])[cH:22][cH:23]2)[cH:27][cH:28]1.[CH3:29][N:30]1[CH2:31][CH2:32][CH:33]([NH2:36])[CH2:34][CH2:35]1.[CH3:51][S:52]([CH3:53])=[O:54].[Cl:57][CH2:58][Cl:59].[Cu:55][I:56].[K+:45].[K+:46].[NH:37]1[CH2:38][CH2:39][CH2:40][CH:41]1[C:42]([OH:43])=[O:44].[O-:47][C:48]([O-:49])=[O:50]>>[CH3:1][O:2][c:3]1[cH:4][cH:5][c:6]([CH2:7][n:8]2[n:9][c:10]([NH:36][CH:33]3[CH2:32][CH2:31][N:30]([CH3:29])[CH2:35][CH2:34]3)[c:11]3[c:12]2[n:13][cH:14][cH:15][c:16]3[O:17][c:18]2[c:19]([F:25])[cH:20][c:21]([NH2:24])[cH:22][cH:23]2)[cH:27][cH:28]1. The reactants are CCOc1cc2c(cc1Br)C(=O)CC(C)(C)O2, ClCCl, O=S(=O)(Cl)Cl. Yields the product CCOc1c(Br)cc2c(c1Cl)OC(C)(C)CC2=O. As a reaction SMILES: [Br:1][c:2]1[cH:3][c:4]2[c:9]([cH:10][c:11]1[O:12][CH2:13][CH3:14])[O:8][C:7]([CH3:15])([CH3:16])[CH2:6][C:5]2=[O:17].[Cl:23][CH2:24][Cl:25].[S:18]([Cl:19])(=[O:20])([Cl:21])=[O:22]>>[Br:1][c:2]1[cH:3][c:4]2[c:9]([c:10]([Cl:21])[c:11]1[O:12][CH2:13][CH3:14])[O:8][C:7]([CH3:15])([CH3:16])[CH2:6][C:5]2=[O:17]. The reactants are CC12C=CC(=O)NC1CCC1C2CCC2(C)C(C(=O)Nc3cc(C(F)(F)F)ccc3C(F)(F)F)CCC12, CC12CCC(=O)C=C1CCC1C2CCC2(C)C(C(=O)O)CCC12, O=S(Cl)Cl, c1ccncc1. Product: [Cl-], CC12CCC(=O)C=C1CCC1C2CCC2(C)C(C(=O)O)CCC12. RXN SMILES: [CH:1]12[NH:2][C:3](=[O:4])[CH:5]=[CH:6][C:7]1([CH3:8])[CH:9]1[CH:10]([CH:11]3[C:12]([CH3:15])([CH2:13][CH2:14]1)[CH:16]([C:17]([NH:18][c:19]1[c:20]([C:21]([F:22])([F:23])[F:24])[cH:25][cH:26][c:27]([C:28]([F:29])([F:30])[F:31])[cH:32]1)=[O:33])[CH2:34][CH2:35]3)[CH2:36][CH2:37]2.[O:38]=[C:39]1[CH:40]=[C:41]2[CH2:42][CH2:43][CH:44]3[CH:45]4[CH2:46][CH2:47][CH:48]([C:58](=[O:59])[OH:60])[C:49]4([CH3:50])[CH2:51][CH2:52][CH:53]3[C:54]2([CH3:57])[CH2:55][CH2:56]1.[S:61]([Cl:62])([Cl:63])=[O:64].[cH:65]1[cH:66][cH:67][n:68][cH:69][cH:70]1>>[Cl-:63].[O:38]=[C:39]1[CH:40]=[C:41]2[CH2:42][CH2:43][CH:44]3[CH:45]4[CH2:46][CH2:47][CH:48]([C:58](=[O:59])[OH:60])[C:49]4([CH3:50])[CH2:51][CH2:52][CH:53]3[C:54]2([CH3:57])[CH2:55][CH2:56]1. Starting materials: COC(=O)C1=CC=C(C=C1)C1=CC(=C(C(=C1)Cl)CN1C(C(CC1)N1CCCCC1)=O)Cl (3′,5′-Dichloro-4′-(2-oxo-3-piperidin-1-yl-pyrrolidin-1-ylmethyl)-biphenyl-4-carboxylic acid methyl ester), [OH-].[Na+] (NaOH), Cl (HCl). Solvent: C(C)(=O)OCC (ethyl acetate), CO (methanol). Reaction conditions: time 16 hour. Yields the product ClC=1C=C(C=C(C1CN1C(C(CC1)N1CCCCC1)=O)Cl)C1=CC=C(C=C1)C(=O)O (3′,5′-Dichloro-4′-(2-oxo-3-piperidin-1-yl-pyrrolidin-1-ylmethyl)-biphenyl-4-carboxylic acid). The yield is 57.8%. Reaction SMILES: C[O:2][C:3]([C:5]1[CH:10]=[CH:9][C:8]([C:11]2[CH:16]=[C:15]([Cl:17])[C:14]([CH2:18][N:19]3[CH2:23][CH2:22][CH:21]([N:24]4[CH2:29][CH2:28][CH2:27][CH2:26][CH2:25]4)[C:20]3=[O:30])=[C:13]([Cl:31])[CH:12]=2)=[CH:7][CH:6]=1)=[O:4].[OH-].[Na+].Cl>CO.C(OCC)(=O)C>[Cl:31][C:13]1[CH:12]=[C:11]([C:8]2[CH:7]=[CH:6][C:5]([C:3]([OH:4])=[O:2])=[CH:10][CH:9]=2)[CH:16]=[C:15]([Cl:17])[C:14]=1[CH2:18][N:19]1[CH2:23][CH2:22][CH:21]([N:24]2[CH2:29][CH2:28][CH2:27][CH2:26][CH2:25]2)[C:20]1=[O:30] |f:1.2|. Procedure details: Treat a solution of 3′,5′-Dichloro-4′-(2-oxo-3-piperidin-1-yl-pyrrolidin-1-ylmethyl)-biphenyl-4-carboxylic acid methyl ester (0.190 g, 0.41 mmol) in methanol (15 mL) with 5N NaOH (0.82 mL), heat to reflux, and cool and stir at room temperature for 16 hours. Remove the solvent in vacuo to give a residue and neutralize with 1N HCl. Dilute the mixture with ethyl acetate and wash with water. Dry the organic layer (Na2SO4), remove the solvent in vacuo to afford crude product, purify with a 0 to 10% m... Reactants: O=C([O-])[O-], CNC, CCO, ClCc1ccc(Cl)nc1, [K+], [K+], O. Yields the product CN(C)Cc1ccc(Cl)nc1. As a reaction SMILES: [C:13](=[O:14])([O-:15])[O-:16].[CH3:10][NH:11][CH3:12].[CH3:20][CH2:21][OH:22].[Cl:1][c:2]1[n:3][cH:4][c:5]([CH2:8][Cl:9])[cH:6][cH:7]1.[K+:17].[K+:18].[OH2:19]>>[Cl:1][c:2]1[n:3][cH:4][c:5]([CH2:8][N:11]([CH3:10])[CH3:12])[cH:6][cH:7]1. Starting materials: ClC1=NC2=C(N1)C=CC=C2 (2-chloro-1H-benzimidazole), CN1C2=C(C=3C=CC=CC13)CN(CC2)CCCN (1,3,4,5-tetrahydro-5-methyl-2H-pyrido[4,3-b]indole-2-propanamine). The reagents and catalysts are [Cu] (copper). Solvent: C(Cl)(Cl)Cl (CHCl3). Run at temperature 180 celsius. Product: Cl.Cl.N1C(=NC2=C1C=CC=C2)NCCCN2CC1=C(N(C=3C=CC=CC13)C)CC2 (N-1H-benzimidazol-2-yl-1,3,4,5-tetrahydro-5-methyl-2H-pyrido [4,3-b]indole-2-propanamine dihydrochloride). The yield is 33.9%. Reaction SMILES: [Cl:1][C:2]1[NH:6][C:5]2[CH:7]=[CH:8][CH:9]=[CH:10][C:4]=2[N:3]=1.[CH3:11][N:12]1[C:20]2[CH:19]=[CH:18][CH:17]=[CH:16][C:15]=2[C:14]2[CH2:21][N:22]([CH2:25][CH2:26][CH2:27][NH2:28])[CH2:23][CH2:24][C:13]1=2>C(Cl)(Cl)Cl.[Cu]>[ClH:1].[ClH:1].[NH:3]1[C:4]2[CH:10]=[CH:9][CH:8]=[CH:7][C:5]=2[N:6]=[C:2]1[NH:28][CH2:27][CH2:26][CH2:25][N:22]1[CH2:23][CH2:24][C:13]2[N:12]([CH3:11])[C:20]3[CH:19]=[CH:18][CH:17]=[CH:16][C:15]=3[C:14]=2[CH2:21]1 |f:4.5.6|. Reported procedure: A mixture of 2-chloro-1H-benzimidazole (0.015 mol), intermediate 16 (0.015 mol) and copper (0.015 mol) was stirred in an oil bath at 180° C. The mixture was cooled and the product was dissolved in CHCl3 (50 ml). The solution was filtered over dicalite and the filtrate was evaporated. The residue was purified by column chromatography over silica gel (eluent: CHCl3/(CH3OH/NH3) 95/5). The pure fractions were collected and the solvent was evaporated. The residue was dissolved in CH3CN (50 ml) and co... Starting materials: [I-].C(#N)C[P+](C)(C)C ((cyanomethyl)trimethylphosphonium iodide), alcohol, C1=NC(=S)C2=C(N1)N(C=N2)[C@H]3[C@@H]([C@@H]([C@H](O3)CO)O)O (6-mercaptopurine riboside), CCN(C(C)C)C(C)C (DIPEA), C(CC)#N (propionitrile), CN(C)C=O (DMF). Solvent: O (water). Reaction conditions: temperature 90 celsius, time 8 hour. The product is N1=CNC2=C1C=CC(=C2)CSC2=C1N=CN(C1=NC=N2)[C@H]2[C@H](O)[C@H](O)[C@H](O2)CO (6-(3-H-Benzimidazol-5-yl)methylsulfanyl-9-β-D-ribofuranosyl-9H-purine). The yield is 65.0%. Reaction SMILES: [I-].[C:2]([CH2:4][P+](C)(C)C)#[N:3].[CH:9]1[NH:15][C:14]2[N:16]([C@@H:19]3[O:23][C@H:22]([CH2:24][OH:25])[C@@H:21]([OH:26])[C@H:20]3[OH:27])[CH:17]=[N:18][C:13]=2[C:11](=[S:12])[N:10]=1.CC[N:30]([CH:34](C)C)[CH:31]([CH3:33])C.CN(C=O)C.[C:42](#N)[CH2:43][CH3:44]>O>[N:30]1[C:31]2[CH:33]=[CH:42][C:43]([CH2:44][S:12][C:11]3[N:10]=[CH:9][N:15]=[C:14]4[C:13]=3[N:18]=[CH:17][N:16]4[C@@H:19]3[O:23][C@H:22]([CH2:24][OH:25])[C@@H:21]([OH:26])[C@H:20]3[OH:27])=[CH:4][C:2]=2[NH:3][CH:34]=1 |f:0.1|. Procedure: (Cyanomethyl)trimethyl-phosphonium iodide 36 (299 mg, 1.23 mmol) was added to a mixture of alcohol 35 (200 mg, 1.35 mmol), 6-mercaptopurine riboside (284 mg, 1.00 mmol), and DIPEA (0.25 mL) in propionitrile (3 mL). The mixture was heated at 90° C. and some drops of DMF were added to obtain a clear solution. The mixture was stirred overnight at 90° C., cooled to room temperature and water was added. Upon standing at room temperature, 37 was formed as a pale brown precipitate collected by filtrati... Reactants: ClC=1C=CC2=C(C(CCCN2C(C2=CN=C(C=C2)NC(C2=C(C=CC=C2)Cl)=O)=O)CCN2C(C=3C(C2=O)=CC=CC3)=O)C1 (7-chloro-5-(2-phthalimidoethyl)-1-[6-(2-chloro-benzoylamino)nicotinoyl]-2,3,4,5-tetrahydro-1H-benzazepine), O.NN (hydrazine monohydrate), O (water). Run in C(C)O (ethanol). Product: ClC=1C=CC2=C(C(CCCN2C(C2=CN=C(C=C2)NC(C2=C(C=CC=C2)Cl)=O)=O)CCN)C1 (7-chloro-5-(2-aminoethyl)-1-[6-(2-chlorobenzoylamino)nicotinoyl]-2,3,4,5-tetrahydro-1H-benzazepine). The yield is 35.3%. RXN SMILES: [Cl:1][C:2]1[CH:3]=[CH:4][C:5]2[N:11]([C:12](=[O:29])[C:13]3[CH:18]=[CH:17][C:16]([NH:19][C:20](=[O:28])[C:21]4[CH:26]=[CH:25][CH:24]=[CH:23][C:22]=4[Cl:27])=[N:15][CH:14]=3)[CH2:10][CH2:9][CH2:8][CH:7]([CH2:30][CH2:31][N:32]3C(=O)C4=CC=CC=C4C3=O)[C:6]=2[CH:43]=1.O.NN.O>C(O)C>[Cl:1][C:2]1[CH:3]=[CH:4][C:5]2[N:11]([C:12](=[O:29])[C:13]3[CH:18]=[CH:17][C:16]([NH:19][C:20](=[O:28])[C:21]4[CH:26]=[CH:25][CH:24]=[CH:23][C:22]=4[Cl:27])=[N:15][CH:14]=3)[CH2:10][CH2:9][CH2:8][CH:7]([CH2:30][CH2:31][NH2:32])[C:6]=2[CH:43]=1 |f:1.2|. Procedure: To a solution of 7-chloro-5-(2-phthalimidoethyl)-1-[6-(2-chloro-benzoylamino)nicotinoyl]-2,3,4,5-tetrahydro-1H-benzazepine (1.8 g) in ethanol (50 ml) is added hydrazine monohydrate (0.19 ml), and the mixture is refluxed for 4 hours. The mixture is cooled, and thereto is added water. The mixture is extracted with dichloromethane, and the extract is washed with water, dried over magnesium sulfate, and evaporated under reduced pressure to remove the solvent. The residue is purified by silica gel co... Starting materials: ClC=1C=C2C=C(NC2=CC1)C(=O)O (5chloro-1H-indole-2-carboxylic acid), COC([C@@H](N)C(O)C1=CC=CC=C1)=O (b-phenylserine methyl ester). Yields the product COC(C(C(C1=CC=CC=C1)O)NC(=O)C=1NC2=CC=C(C=C2C1)Cl)=O ((3RS)-2-[(5-Chloro-1H-indole-2-carbonyl)-amino]-3-hydroxy-3-phenyl-propionic acid methyl ester). Reaction SMILES: [Cl:1][C:2]1[CH:3]=[C:4]2[C:8](=[CH:9][CH:10]=1)[NH:7][C:6]([C:11]([OH:13])=O)=[CH:5]2.[CH3:14][O:15][C:16](=[O:27])[C@H:17]([CH:19]([C:21]1[CH:26]=[CH:25][CH:24]=[CH:23][CH:22]=1)[OH:20])[NH2:18]>>[CH3:14][O:15][C:16](=[O:27])[CH:17]([NH:18][C:11]([C:6]1[NH:7][C:8]2[C:4]([CH:5]=1)=[CH:3][C:2]([Cl:1])=[CH:10][CH:9]=2)=[O:13])[CH:19]([OH:20])[C:21]1[CH:22]=[CH:23][CH:24]=[CH:25][CH:26]=1. Procedure: From 5chloro-1H-indole-2-carboxylic acid and (+)-threo b-phenylserine methyl ester.